Dataset: the Open Reaction Database (ORD), a public repository of structured organic reaction records. Task: describe an organic reaction: reactants, conditions, products, and yield Starting materials: FC=1C=C(C(C(=O)OCC)(O)C2=CC(=C(C=C2)F)F)C=CC1F (ethyl 3,3′,4,4′-tetrafluorobenzilate), [C@@]12(C=CC[C@H](CC1)N2C)O (tropenol), [Na] (sodium), O (water), [Na] (sodium). The solvent is C(C)#N (acetonitrile). Yields the product FC=1C=C(C(C(=O)O[C@]23C=CC[C@H](CC2)N3C)(O)C3=CC(=C(C=C3)F)F)C=CC1F (tropenol 3,3′,4,4′-tetrafluorobenzilate). RXN SMILES: [F:1][C:2]1[CH:3]=[C:4]([CH:20]=[CH:21][C:22]=1[F:23])[C:5]([C:12]1[CH:17]=[CH:16][C:15]([F:18])=[C:14]([F:19])[CH:13]=1)([OH:11])[C:6]([O:8][CH2:9][CH3:10])=[O:7].[C@@:24]12(O)[N:31](C)[C@@H:28]([CH2:29][CH2:30]1)[CH2:27][CH:26]=C2.[Na].O>C(#N)C>[F:1][C:2]1[CH:3]=[C:4]([CH:20]=[CH:21][C:22]=1[F:23])[C:5]([C:12]1[CH:17]=[CH:16][C:15]([F:18])=[C:14]([F:19])[CH:13]=1)([OH:11])[C:6]([O:8][C@@:9]12[N:31]([CH3:24])[C@@H:28]([CH2:29][CH2:30]1)[CH2:27][CH:26]=[CH:10]2)=[O:7] |^1:33|. Procedure: 4.27 g (0.013 mol) of ethyl 3,3′,4,4′-tetrafluorobenzilate 3a, 1.81 g (0.013 mol) of tropenol, and 0.03 g of sodium are heated for 4 hours as a melt at 75 mbar over a bath of boiling water with occasional shaking. After cooling, the sodium residues are dissolved with acetonitrile, the solution is evaporated to dryness and the residue is extracted with dichloromethane/water. The organic phase is washed with water, dried over MgSO4, and evaporated to dryness. The residue remaining is combined with... Starting materials: [Al+3], C1CCOC1, CCOCC, CO, COc1ccc(-c2cc3cc(OC)cc(C(O)C(F)(F)F)c3o2)cc1, [H-], [H-], [H-], [H-], [H-], [Li+], [Na+], O. Yields the product COc1ccc(-c2cc3cc(OC)cc(CC(F)(F)F)c3o2)cc1. RXN SMILES: [Al+3:30].[CH2:40]1[O:41][CH2:42][CH2:43][CH2:44]1.[CH3:35][CH2:36][O:37][CH2:38][CH3:39].[CH3:45][OH:46].[F:1][C:2]([CH:3]([OH:4])[c:5]1[cH:6][c:7]([O:22][CH3:23])[cH:8][c:9]2[cH:10][c:11](-[c:14]3[cH:15][cH:16][c:17]([O:20][CH3:21])[cH:18][cH:19]3)[o:12][c:13]12)([F:24])[F:25].[H-:27].[H-:29].[H-:32].[H-:33].[H-:34].[Li+:31].[Na+:26].[OH2:28]>>[F:1][C:2]([CH2:3][c:5]1[cH:6][c:7]([O:22][CH3:23])[cH:8][c:9]2[cH:10][c:11](-[c:14]3[cH:15][cH:16][c:17]([O:20][CH3:21])[cH:18][cH:19]3)[o:12][c:13]12)([F:24])[F:25]. The reactants are C(C)(=O)O[C@H]1[C@H](SC2=C(C=CC(=C2)C(C)(C)C)C)O[C@@H]([C@H]([C@@H]1OC(C)=O)OC(C)=O)COC(C)=O ((2-Methyl-5-tert-butylphenyl) 2,3,4,6-tetra-O-acetyl-1-thio-β-D-glucopyranoside), C[O-].[Na+] (Sodium methoxide). Solvent: CO (methanol). Product: S([C@H]1[C@H](O)[C@@H](O)[C@H](O)[C@H](O1)CO)C1=C(C=CC(=C1)C(C)(C)C)C ((2-Methyl-5-tert-butylphenyl) 1-thio-β-D-glucopyranoside). As a reaction SMILES: C([O:4][C@@H:5]1[C@@H:22]([O:23]C(=O)C)[C@H:21]([O:27]C(=O)C)[C@@H:20]([CH2:31][O:32]C(=O)C)[O:19][C@H:6]1[S:7][C:8]1[CH:13]=[C:12]([C:14]([CH3:17])([CH3:16])[CH3:15])[CH:11]=[CH:10][C:9]=1[CH3:18])(=O)C.C[O-].[Na+]>CO>[S:7]([C:8]1[CH:13]=[C:12]([C:14]([CH3:16])([CH3:15])[CH3:17])[CH:11]=[CH:10][C:9]=1[CH3:18])[C@@H:6]1[O:19][C@H:20]([CH2:31][OH:32])[C@@H:21]([OH:27])[C@H:22]([OH:23])[C@H:5]1[OH:4] |f:1.2|. Procedure details: Thioglycoside 9 (1.5 g, 2.94 mmol) was dissolved in of methanol (12 mL). Sodium methoxide (58 mg, 1.07 mmol, 0.37 eq) was added and the reaction was stirred over night. After completion, the solution was neutralized with Amberlite IR 120 (H+) ion exchange resin, filtered and concentrated in vacuo. The remainder was dried in high vacuum to give (2-Methyl-5-tert-butylphenyl) 1-thio-β-D-glucopyranoside S1 (1.0 g) which was used for the next reaction step without further purification. Tetrol S1 (1.0... The reactants are CN1CCNCC1 (N-Methylpiperazine), O1C(CC2=CC=CC=C12)=O (2-coumaranone). Conditions: temperature 85 celsius, time 3.5 hour. Product: OC1=C(C=CC=C1)CC(=O)N1CCN(CC1)C (2-(2-Hydroxyphenyl)-1-(4-methylpiperazino)-1-ethanone). Yield: 101.7%. RXN SMILES: [CH3:1][N:2]1[CH2:7][CH2:6][NH:5][CH2:4][CH2:3]1.[O:8]1[C:16]2[C:11](=[CH:12][CH:13]=[CH:14][CH:15]=2)[CH2:10][C:9]1=[O:17]>>[OH:8][C:16]1[CH:15]=[CH:14][CH:13]=[CH:12][C:11]=1[CH2:10][C:9]([N:5]1[CH2:6][CH2:7][N:2]([CH3:1])[CH2:3][CH2:4]1)=[O:17]. Procedure details: N-Methylpiperazine (1.52 g) was added to 2-coumaranone (2.01 g) and stirred for 3.5 hours at 85° C., thereby yielding the entitled compound (3.57 g) as pale brown solid. The reactants are CC(Cl)c1cccnc1, OC[C@@H]1C[C@H]1c1ccccn1. The reagents and catalysts are O=C([O-])[O-].[Cs+].[Cs+] (cesium carbonate), [I-].[K+] (potassium iodide). The solvent is CN(C)C=O (DMF), CN(C)C=O (dmf), CN(C)C=O (DMF). Run at temperature 70 celsius, time 16 hour. Yields the product CC(OC[C@@H]1C[C@H]1c1ccccn1)c1cccnc1. The reactants are c1ccc(C(c2ccccc2)N2CCNCC2)cc1, O=c1sc2cc(Cl)ccc2n1CCCCl, [K+], [K+], O=C([O-])[O-], CN(C)C=O. Product: O=c1sc2cc(Cl)ccc2n1CCCN1CCN(C(c2ccccc2)c2ccccc2)CC1. Reaction SMILES: [CH:22]([c:23]1[cH:24][cH:25][cH:26][cH:27][cH:28]1)([c:29]1[cH:30][cH:31][cH:32][cH:33][cH:34]1)[N:35]1[CH2:36][CH2:37][NH:38][CH2:39][CH2:40]1.[Cl:1][c:2]1[cH:3][c:4]2[c:5]([n:6]([CH2:10][CH2:11][CH2:12][Cl:13])[c:7](=[O:9])[s:8]2)[cH:14][cH:15]1.[K+:16].[K+:17].[O-:18][C:19]([O-:20])=[O:21].[O:41]=[CH:42][N:43]([CH3:44])[CH3:45]>>[Cl:1][c:2]1[cH:3][c:4]2[c:5]([n:6]([CH2:10][CH2:11][CH2:12][N:38]3[CH2:37][CH2:36][N:35]([CH:22]([c:23]4[cH:24][cH:25][cH:26][cH:27][cH:28]4)[c:29]4[cH:30][cH:31][cH:32][cH:33][cH:34]4)[CH2:40][CH2:39]3)[c:7](=[O:9])[s:8]2)[cH:14][cH:15]1. Reactants: [K+].[Br-] (KBr), ClC(=O)OC1=CC=C(C=C1)OC1=NC=C(C=C1)C(F)(F)F (4-(5-trifluoromethyl-pyridin-2-yloxy)-phenyl chloroformate), ClC=1C=CC(=C(C1)N1CCNCC1)C (1-(5-chloro-2-methyl-phenyl)-piperazine), crude product. The product is FC(C=1C=CC(=NC1)OC1=CC=C(C=C1)OC(=O)N1CCN(CC1)C1=C(C=CC(=C1)Cl)C)(F)F (4-(5-Chloro-2-methyl-phenyl)-piperazine-1-carboxylic acid 4-(5-trifluoromethyl-pyridin-2-yloxy)-phenyl ester). RXN SMILES: Cl[C:2]([O:4][C:5]1[CH:10]=[CH:9][C:8]([O:11][C:12]2[CH:17]=[CH:16][C:15]([C:18]([F:21])([F:20])[F:19])=[CH:14][N:13]=2)=[CH:7][CH:6]=1)=[O:3].[Cl:22][C:23]1[CH:24]=[CH:25][C:26]([CH3:35])=[C:27]([N:29]2[CH2:34][CH2:33][NH:32][CH2:31][CH2:30]2)[CH:28]=1.[K+].[Br-]>>[F:19][C:18]([F:21])([F:20])[C:15]1[CH:16]=[CH:17][C:12]([O:11][C:8]2[CH:9]=[CH:10][C:5]([O:4][C:2]([N:32]3[CH2:31][CH2:30][N:29]([C:27]4[CH:28]=[C:23]([Cl:22])[CH:24]=[CH:25][C:26]=4[CH3:35])[CH2:34][CH2:33]3)=[O:3])=[CH:6][CH:7]=2)=[N:13][CH:14]=1 |f:2.3|. Procedure details: The hydrochloride of the title compound was prepared from 4-(5-trifluoromethyl-pyridin-2-yloxy)-phenyl chloroformate and 1-(5-chloro-2-methyl-phenyl)-piperazine The crude product was converted to the free base, yield 26%. White crystals; HPLC-MS:m/z=492(M+H) at Rt=5.5 min.; IR (KBr): ν 1722 (C═O) cm−1. Reactants: CO, ClCCl, O=C(O)c1ccc(F)c2c1NCC2, O=C1CCC(=O)N1Br. Product: O=C(O)c1cc(Br)c(F)c2c1NCC2. Reaction SMILES: [CH3:25][OH:26].[Cl:22][CH2:23][Cl:24].[F:9][c:10]1[c:11]2[c:15]([c:16]([C:19](=[O:20])[OH:21])[cH:17][cH:18]1)[NH:14][CH2:13][CH2:12]2.[O:1]=[C:2]1[N:3]([Br:8])[C:4](=[O:5])[CH2:6][CH2:7]1>>[Br:8][c:18]1[c:10]([F:9])[c:11]2[c:15]([c:16]([C:19](=[O:20])[OH:21])[cH:17]1)[NH:14][CH2:13][CH2:12]2.